From a dataset of the Open Reaction Database (ORD), a public repository of structured organic reaction records. describe an organic reaction: reactants, conditions, products, and yield Starting materials: ClCCl, C=C=CC1C(C(=O)O)C1(C)C, CN(C)c1ccncc1, C(=NC1CCCCC1)=NC1CCCCC1, OC(F)(F)c1ccc(F)c(F)c1F. Product: C=C=CC1C(C(=O)OC(F)(F)c2ccc(F)c(F)c2F)C1(C)C. RXN SMILES: [CH2:40]([Cl:41])[Cl:42].[CH3:16][C:17]1([CH3:26])[CH:18]([C:23](=[O:24])[OH:25])[CH:19]1[CH:20]=[C:21]=[CH2:22].[CH3:43][N:44]([CH3:45])[c:46]1[cH:47][cH:48][n:49][cH:50][cH:51]1.[CH:1]1([N:2]=[C:3]=[N:4][CH:5]2[CH2:6][CH2:7][CH2:8][CH2:9][CH2:10]2)[CH2:11][CH2:12][CH2:13][CH2:14][CH2:15]1.[F:27][c:28]1[c:29]([F:39])[c:30]([F:38])[c:31]([C:32]([F:33])([F:34])[OH:35])[cH:36][cH:37]1>>[CH3:16][C:17]1([CH3:26])[CH:18]([C:23](=[O:24])[O:25][C:32]([c:31]2[c:30]([F:38])[c:29]([F:39])[c:28]([F:27])[cH:37][cH:36]2)([F:33])[F:34])[CH:19]1[CH:20]=[C:21]=[CH2:22]. Reactants: COCCN (2-methoxyethylamine), ClC1=C(C=C(C(=C1)[N+](=O)[O-])Cl)Cl (1,2,4-trichloro-5-nitrobenzene). Run in O1CCOCC1 (dioxane). Run at time 4 hour. Product: ClC1=C(NCCOC)C=C(C(=C1)[N+](=O)[O-])NCCOC (2-chloro-5-β-methoxyethylamino-4-nitro-N-β-methoxyethylaniline). Reaction SMILES: [CH3:1][O:2][CH2:3][CH2:4][NH2:5].[Cl:6][C:7]1[CH:12]=[C:11]([N+:13]([O-:15])=[O:14])[C:10](Cl)=[CH:9][C:8]=1Cl>O1CCOCC1>[Cl:6][C:7]1[CH:12]=[C:11]([N+:13]([O-:15])=[O:14])[C:10]([NH:5][CH2:4][CH2:3][O:2][CH3:1])=[CH:9][C:8]=1[NH:5][CH2:4][CH2:3][O:2][CH3:1]. Procedure details: 0.9 mole (67.6 g) of 2-methoxyethylamine is heated to reflux in 30 ml of dioxane. 0.15 mole (34 g) of 1,2,4-trichloro-5-nitrobenzene is added portionwise. Heating under reflux is carried out for 4 hours. After cooling, dilution with iced water and neutralization with concentrated hydrochloric acid, the expected product is filtered off. Recrystallized from 96° ethanol, it melts at 106° C. The reactants are C1(=CC=CC=C1)S(=O)(=O)CC=1N=C(NN1)C1=NC=CC=C1 (2-(5-benzenesulfonylmethyl-2H-[1,2,4]triazol-3-yl)-pyridine), ( E ), N1=C(C=CC=C1)\C=C/C#N ((Z)-3-pyridin-2-yl-acrylonitrile). The product is N1=C(C=CC=C1)C1=NN2C(C=C(C=C2N)C2=NC=CC=C2)=N1 (2,7-Di-pyridin-2-yl-[1,2,4]triazolo[1,5-a]pyridin-5-ylamine). As a reaction SMILES: C1(S([CH2:10][C:11]2[N:12]=[C:13]([C:16]3[CH:21]=[CH:20][CH:19]=[CH:18][N:17]=3)[NH:14][N:15]=2)(=O)=O)C=CC=CC=1.[N:22]1[CH:27]=[CH:26][CH:25]=[CH:24][C:23]=1/[CH:28]=[CH:29]\[C:30]#[N:31]>>[N:17]1[CH:18]=[CH:19][CH:20]=[CH:21][C:16]=1[C:13]1[N:12]=[C:11]2[CH:10]=[C:28]([C:23]3[CH:24]=[CH:25][CH:26]=[CH:27][N:22]=3)[CH:29]=[C:30]([NH2:31])[N:15]2[N:14]=1. Procedure: The title compound, MS m/e (%):289 (M+H+,100), was prepared in accordance with the general method of example 1 from 2-(5-benzenesulfonylmethyl-2H-[1,2,4]triazol-3-yl)-pyridine and (E)/(Z)-3-pyridin-2-yl-acrylonitrile. Starting materials: OC=1C=C2C=CNC2=CC1 (5-hydroxyindole), C([O-])([O-])=O.[Cs+].[Cs+] (cesium carbonate), C(C=CC1=CC=CC=C1)Br (cinnamyl bromide). Solvent: C(C)#N (acetonitrile). Reaction conditions: time 8 hour. Product: C(C=CC1=CC=CC=C1)OC=1C=C2C=CNC2=CC1 (5-Cinnamyloxyindole). Isolated yield 49.1%. As a reaction SMILES: [OH:1][C:2]1[CH:3]=[C:4]2[C:8](=[CH:9][CH:10]=1)[NH:7][CH:6]=[CH:5]2.C(=O)([O-])[O-].[Cs+].[Cs+].[CH2:17](Br)[CH:18]=[CH:19][C:20]1[CH:25]=[CH:24][CH:23]=[CH:22][CH:21]=1>C(#N)C>[CH2:17]([O:1][C:2]1[CH:3]=[C:4]2[C:8](=[CH:9][CH:10]=1)[NH:7][CH:6]=[CH:5]2)[CH:18]=[CH:19][C:20]1[CH:25]=[CH:24][CH:23]=[CH:22][CH:21]=1 |f:1.2.3|. Reported procedure: To a solution of 5-hydroxyindole (0.25 g) in acetonitrile (10 mL) was added cesium carbonate (1.22 g) and cinnamyl bromide (0.37 g). The suspension was stirred under nitrogen at ambient temperature overnight. Cesium salts were removed by filtration and washed with acetone. The residue left on concentrating the combined filtrate and washings was chromatographed over silica eel with a mixture of ethyl acetate and hexanes and crystallized from ether with hexanes to give 0.23 g of the title compound... The reactants are C(=O)C1=CC=C(C2=CC=CC=C12)C(=O)OC (methyl 4-formyl-1-naphthalenecarboxylate), NO (hydroxylamine). Run in CO (methanol). Conditions: time 2 hour. The product is ON=CC1=CC=C(C2=CC=CC=C12)C(=O)OC (methyl 4-[(hydroxyimino)methyl]-1-naphthalenecarboxylate). RXN SMILES: [CH:1]([C:3]1[C:12]2[C:7](=[CH:8][CH:9]=[CH:10][CH:11]=2)[C:6]([C:13]([O:15][CH3:16])=[O:14])=[CH:5][CH:4]=1)=O.[NH2:17][OH:18]>CO>[OH:18][N:17]=[CH:1][C:3]1[C:12]2[C:7](=[CH:8][CH:9]=[CH:10][CH:11]=2)[C:6]([C:13]([O:15][CH3:16])=[O:14])=[CH:5][CH:4]=1. Reported procedure: To a stirred solution of methyl 4-formyl-1-naphthalenecarboxylate (2.2 g, 10.3 mmol) in methanol (50 mL) was added a solution of hydroxylamine (1.33 mL, 50% in water). After stirring at room temperature for 2 h, the reaction mixture was concentrated under reduced pressure to provide the title compound as a pale yellow solid (2.55 g).